From a dataset of the Open Reaction Database (ORD), a public repository of structured organic reaction records. describe an organic reaction: reactants, conditions, products, and yield Reactants: Cl.C(C)OC([C@@H](N)C)=O (alanine ethyl ester hydrochloride), C(C=C)(=O)Cl (acryloyl chloride), C([O-])([O-])=O.[Na+].[Na+] (sodium carbonate). The solvent is C1=CC=CC=C1 (benzene). Conditions: time 2 hour. Yields the product C(C)OC([C@@H](NC(C=C)=O)C)=O (N-acryloylalanine ethyl ester). As a reaction SMILES: Cl.[CH2:2]([O:4][C:5](=[O:9])[C@H:6]([CH3:8])[NH2:7])[CH3:3].[C:10](Cl)(=[O:13])[CH:11]=[CH2:12].C(=O)([O-])[O-].[Na+].[Na+]>C1C=CC=CC=1>[CH2:2]([O:4][C:5](=[O:9])[C@H:6]([CH3:8])[NH:7][C:10](=[O:13])[CH:11]=[CH2:12])[CH3:3] |f:0.1,3.4.5|. Reported procedure: To 0.5 moles of alanine ethyl ester hydrochloride in 500 ml. of benzene is added 0.5 moles of acryloyl chloride. To this stirred mixture is added portionwise 0.6 moles of anhydrous sodium carbonate. The reaction mixture is then refluxed for 1 hour, stirred an additional 2 hours, filtered, and the filtrate concentrated to give N-acryloylalanine ethyl ester. Reactants: CCCCC(=O)Nc1ncc([N+](=O)[O-])cn1, CCO, [H][H], O=[Pt]. The product is CCCCC(=O)Nc1ncc(N)cn1. Reaction SMILES: [C:1]([CH2:2][CH2:3][CH2:4][CH3:5])(=[O:6])[NH:7][c:8]1[n:9][cH:10][c:11]([N+:14]([O-:15])=[O:16])[cH:12][n:13]1.[CH3:19][CH2:20][OH:21].[H:17][H:18].[Pt:22]=[O:23]>>[C:1]([CH2:2][CH2:3][CH2:4][CH3:5])(=[O:6])[NH:7][c:8]1[n:9][cH:10][c:11]([NH2:14])[cH:12][n:13]1. Reactants: C1CNC1, CCO, CCc1ccc(C2CC(c3nc(Cl)no3)CN(C(=O)N3CCC(O)CC3)C2)cc1. The product is CCc1ccc(C2CC(c3nc(N4CCC4)no3)CN(C(=O)N3CCC(O)CC3)C2)cc1. Reaction SMILES: [CH2:30]1[CH2:31][NH:32][CH2:33]1.[CH3:34][CH2:35][OH:36].[Cl:1][c:2]1[n:3][o:4][c:5]([CH:7]2[CH2:8][N:9]([C:21](=[O:22])[N:23]3[CH2:24][CH2:25][CH:26]([OH:29])[CH2:27][CH2:28]3)[CH2:10][CH:11]([c:13]3[cH:14][cH:15][c:16]([CH2:19][CH3:20])[cH:17][cH:18]3)[CH2:12]2)[n:6]1>>[c:2]1([N:32]2[CH2:31][CH2:30][CH2:33]2)[n:3][o:4][c:5]([CH:7]2[CH2:8][N:9]([C:21](=[O:22])[N:23]3[CH2:24][CH2:25][CH:26]([OH:29])[CH2:27][CH2:28]3)[CH2:10][CH:11]([c:13]3[cH:14][cH:15][c:16]([CH2:19][CH3:20])[cH:17][cH:18]3)[CH2:12]2)[n:6]1. The reactants are Br.BrC=1SC(=C2C1CNC2)Br (1,3-dibromo-5,6-dihydro-4H-thieno[3,4-c]pyrrole hydrobromide), C1(=CC=CC=C1)C(N1C=NC(=C1)CCl)(C1=CC=CC=C1)C1=CC=CC=C1 (1-triphenylmethyl-4-chloromethylimidazole), C(C)(C)N(C(C)C)CC (N,N-diisopropylethylamine). Reported procedure: 1.5 g (4.1 mmol) of 1,3-dibromo-5,6-dihydro-4H-thieno[3,4-c]pyrrole hydrobromide, 2.12 g (5.9 mmol) of 1-triphenylmethyl-4-chloromethylimidazole, 30 ml of dimethylformamide and 1.54 ml (9 mmol) of N,N-diisopropylethylamine are introduced into a 50 ml round-bottomed flask. The reaction mixture is subjected to ultrasound for 2 hours and is then poured onto ice. The precipitate obtained is filtered, washed with water, taken up in 50 ml of ethyl acetate, dried over sodium sulphate, filtered and evap... The solvent is CN(C=O)C (dimethylformamide). The yield is 32.2%. Yields the product BrC=1SC(=C2C1CN(C2)CC=2N=CN(C2)C(C2=CC=CC=C2)(C2=CC=CC=C2)C2=CC=CC=C2)Br (1,3-Dibromo-5-[(1-triphenylmethyl-1H-imidazol-4-yl)methyl]-5,6-dihydro-4H-thieno[3, 4-c]pyrrole). As a reaction SMILES: Br.[Br:2][C:3]1[S:4][C:5]([Br:11])=[C:6]2[CH2:10][NH:9][CH2:8][C:7]=12.[C:12]1([C:18]([C:32]2[CH:37]=[CH:36][CH:35]=[CH:34][CH:33]=2)([C:26]2[CH:31]=[CH:30][CH:29]=[CH:28][CH:27]=2)[N:19]2[CH:23]=[C:22]([CH2:24]Cl)[N:21]=[CH:20]2)[CH:17]=[CH:16][CH:15]=[CH:14][CH:13]=1.C(N(CC)C(C)C)(C)C>CN(C)C=O>[Br:2][C:3]1[S:4][C:5]([Br:11])=[C:6]2[CH2:10][N:9]([CH2:24][C:22]3[N:21]=[CH:20][N:19]([C:18]([C:12]4[CH:17]=[CH:16][CH:15]=[CH:14][CH:13]=4)([C:26]4[CH:27]=[CH:28][CH:29]=[CH:30][CH:31]=4)[C:32]4[CH:37]=[CH:36][CH:35]=[CH:34][CH:33]=4)[CH:23]=3)[CH2:8][C:7]=12 |f:0.1|. Run at time 2 hour. The reactants are CC1(CS(=O)(=O)Cl)COC1, Cc1c(Nc2ccc(I)cc2F)c(N)c2n(c1=O)CCO2, c1ccncc1. Yields the product Cc1c(Nc2ccc(I)cc2F)c(NS(=O)(=O)CC2(C)COC2)c2n(c1=O)CCO2. RXN SMILES: [CH3:22][C:23]1([CH2:27][S:28](=[O:29])(=[O:30])[Cl:31])[CH2:24][O:25][CH2:26]1.[NH2:1][c:2]1[c:3]2[n:4]([c:5](=[O:18])[c:6]([CH3:17])[c:7]1[NH:8][c:9]1[c:10]([F:16])[cH:11][c:12]([I:15])[cH:13][cH:14]1)[CH2:19][CH2:20][O:21]2.[cH:32]1[cH:33][cH:34][n:35][cH:36][cH:37]1>>[NH:1]([c:2]1[c:3]2[n:4]([c:5](=[O:18])[c:6]([CH3:17])[c:7]1[NH:8][c:9]1[c:10]([F:16])[cH:11][c:12]([I:15])[cH:13][cH:14]1)[CH2:19][CH2:20][O:21]2)[S:28]([CH2:27][C:23]1([CH3:22])[CH2:24][O:25][CH2:26]1)(=[O:29])=[O:30]. The reactants are CC1Oc2c(C(=O)NC3CCN(Cc4ccccc4)CC3)cc(Cl)cc2N(C)C1=O, ClC(Cl)Cl, O=C(OO)c1cccc(Cl)c1. RXN SMILES: [CH2:1]([c:2]1[cH:3][cH:4][cH:5][cH:6][cH:7]1)[N:8]1[CH2:9][CH2:10][CH:11]([NH:14][C:15](=[O:16])[c:17]2[cH:18][c:19]([Cl:30])[cH:20][c:21]3[c:26]2[O:25][CH:24]([CH3:27])[C:23](=[O:28])[N:22]3[CH3:29])[CH2:12][CH2:13]1.[CH:42]([Cl:43])([Cl:44])[Cl:45].[Cl:31][c:32]1[cH:33][cH:34][cH:35][c:36]([C:37]([O:38][OH:40])=[O:39])[cH:41]1>>[CH2:1]([c:2]1[cH:3][cH:4][cH:5][cH:6][cH:7]1)[N:8]1[CH2:9][CH2:10][CH:11]([NH+:14]([C:15](=[O:16])[c:17]2[cH:18][c:19]([Cl:30])[cH:20][c:21]3[c:26]2[O:25][CH:24]([CH3:27])[C:23](=[O:28])[N:22]3[CH3:29])[O-:39])[CH2:12][CH2:13]1. Yields the product CC1Oc2c(C(=O)[NH+]([O-])C3CCN(Cc4ccccc4)CC3)cc(Cl)cc2N(C)C1=O. Reported procedure: A solution containing the product from Example 59E (0.025 g, 0.070 mmol) in a mixture of THF (0.3 mL) and water (0.3 mL) was treated with lithium hydroxide monohydrate (0.004 g, 0.094 mmol), and the mixture was stirred at 25° C. for 18 hours. The solvent was concentrated to give the crude product, which was used without purification. Reaction SMILES: [CH3:1][C:2]([CH3:29])([CH3:28])[C@H:3]([N:11]1[CH2:15][CH2:14][N:13]([CH2:16][C:17]2[N:21]([CH3:22])[C:20]3[CH:23]=[CH:24][CH:25]=[CH:26][C:19]=3[N:18]=2)[C:12]1=[O:27])[C:4]([O:6]C(C)(C)C)=[O:5].O.[OH-].[Li+]>C1COCC1.O>[CH3:1][C:2]([CH3:29])([CH3:28])[C@H:3]([N:11]1[CH2:15][CH2:14][N:13]([CH2:16][C:17]2[N:21]([CH3:22])[C:20]3[CH:23]=[CH:24][CH:25]=[CH:26][C:19]=3[N:18]=2)[C:12]1=[O:27])[C:4]([OH:6])=[O:5] |f:1.2.3|. Product: CC([C@@H](C(=O)O)N1C(N(CC1)CC1=NC2=C(N1C)C=CC=C2)=O)(C)C ((2S)-3,3-dimethyl-2-{3-[(1-methyl-1H-benzimidazol-2-yl)methyl]-2-oxo-1-imidazolidinyl}butanoic acid). Starting materials: CC([C@@H](C(=O)OC(C)(C)C)N1C(N(CC1)CC1=NC2=C(N1C)C=CC=C2)=O)(C)C (tert-butyl(2S)-3,3-dimethyl-2-{3-[(1-methyl-1H-benzimidazol-2-yl)methyl]-2-oxo-1-imidazolidinyl}butanoate), O.[OH-].[Li+] (lithium hydroxide monohydrate). The solvent is C1CCOC1 (THF), O (water). Conditions: temperature 25 celsius, time 18 hour.